Dataset: the Open Reaction Database (ORD), a public repository of structured organic reaction records. Task: describe an organic reaction: reactants, conditions, products, and yield Reactants: N1=CC(=CC=C1)C=O (pyridine-3-carboxaldehyde), [C@H]12CN(C[C@H](CC1)N2)C=2C=CC=1N(N2)C(=NN1)C(F)(F)F (6-[(1R,5S)-3,8-diazabicyclo[3.2.1]oct-3-yl]-3-(trifluoromethyl)[1,2,4]triazolo[4,3-b]pyridazine). Product: N1=CC(=CC=C1)CN1[C@H]2CN(C[C@@H]1CC2)C=2C=CC=1N(N2)C(=NN1)C(F)(F)F (6-[(1R,5S)-8-(pyridin-3-ylmethyl)-3,8-diazabicyclo[3.2.1]oct-3-yl]-3-(trifluoromethyl)[1,2,4]triazolo[4,3-b]pyridazine). Isolated yield 68.0%. RXN SMILES: [N:1]1[CH:6]=[CH:5][CH:4]=[C:3]([CH:7]=O)[CH:2]=1.[C@@H:9]12[NH:16][C@@H:13]([CH2:14][CH2:15]1)[CH2:12][N:11]([C:17]1[CH:18]=[CH:19][C:20]3[N:21]([C:23]([C:26]([F:29])([F:28])[F:27])=[N:24][N:25]=3)[N:22]=1)[CH2:10]2>>[N:1]1[CH:6]=[CH:5][CH:4]=[C:3]([CH2:7][N:16]2[C@H:9]3[CH2:15][CH2:14][C@@H:13]2[CH2:12][N:11]([C:17]2[CH:18]=[CH:19][C:20]4[N:21]([C:23]([C:26]([F:29])([F:27])[F:28])=[N:24][N:25]=4)[N:22]=2)[CH2:10]3)[CH:2]=1. Procedure details: A mixture of pyridine-3-carboxaldehyde and 6-[(1R,5S)-3,8-diazabicyclo[3.2.1]oct-3-yl]-3-(trifluoromethyl)[1,2,4]triazolo[4,3-b]pyridazine was allowed to react by General Synthetic Method 5 to give 6-[(1R,5S)-8-(pyridin-3-ylmethyl)-3,8-diazabicyclo[3.2.1]oct-3-yl]-3-(trifluoromethyl)[1,2,4]triazolo[4,3-b]pyridazine in 68% yield. Reactants: C(C1=CC=CC=C1)OC(=O)N[C@H]1C(N[C@@H]1CC(OC)OC)=O ((3R,4R)-3-(benzyloxycarbonylamino)-4-(2,2-dimethoxyethyl)azetidin-2-one), C(#N)[BH3-].[Na+] (sodium cyanoborohydride), C(O)([O-])=O.[Na+] (sodium hydrogen carbonate). Run in O1CCCC1 (tetrahydrofuran), O1CCCC1 (tetrahydrofuran), Cl (hydrochloric acid). The product is C(C1=CC=CC=C1)OC(=O)N[C@H]1C(N[C@@H]1CCO)=O ((3R,4R)-3-benzyloxycarbonylamino-4-(2-hydroxyethyl)azetidin-2-one). Isolated yield 63.6%. RXN SMILES: [CH2:1]([O:8][C:9]([NH:11][C@@H:12]1[C@@H:15]([CH2:16][CH:17](OC)[O:18]C)[NH:14][C:13]1=[O:22])=[O:10])[C:2]1[CH:7]=[CH:6][CH:5]=[CH:4][CH:3]=1.C([BH3-])#N.[Na+].C(=O)([O-])O.[Na+]>O1CCCC1.Cl>[CH2:1]([O:8][C:9]([NH:11][C@@H:12]1[C@@H:15]([CH2:16][CH2:17][OH:18])[NH:14][C:13]1=[O:22])=[O:10])[C:2]1[CH:3]=[CH:4][CH:5]=[CH:6][CH:7]=1 |f:1.2,3.4|. Procedure details: To a solution of (3R,4R)-3-(benzyloxycarbonylamino)-4-(2,2-dimethoxyethyl)azetidin-2-one (1.014 g) in tetrahydrofuran (15 ml) were added portionwise a solution of sodium cyanoborohydride (460 mg) in tetrahydrofuran (2.30 ml) and 2N hydrochloric acid (7.5 ml) at ambient temperature during a period of 90 minutes. The solution was adjusted to pH 7 with saturated aqueous sodium hydrogen carbonate and concentrated in vacuo. The concentrate was acidified to pH 4 with 2N hydrochloric acid, saturated wi... Starting materials: C(#N)C(C(=O)OCC)=C1CCC1 (ethyl 2-cyano-2-cyclobutylideneacetate), C1(=CC=CC=C1)[Mg]Br (phenyl magnesium bromide), OS(=O)(=O)O (H2SO4). Run in CCOCC (ether). Run at temperature 60 celsius, time 1 hour. Product: C(#N)C(C(=O)OCC)C1(CCC1)C1=CC=CC=C1 (ethyl 2-cyano-2-(1-phenylcyclobutyl)acetate). Yield: 83.5%. As a reaction SMILES: [C:1]([C:3](=[C:9]1[CH2:12][CH2:11][CH2:10]1)[C:4]([O:6][CH2:7][CH3:8])=[O:5])#[N:2].[C:13]1([Mg]Br)[CH:18]=[CH:17][CH:16]=[CH:15][CH:14]=1.OS(O)(=O)=O>CCOCC>[C:1]([CH:3]([C:9]1([C:13]2[CH:18]=[CH:17][CH:16]=[CH:15][CH:14]=2)[CH2:10][CH2:11][CH2:12]1)[C:4]([O:6][CH2:7][CH3:8])=[O:5])#[N:2]. Reported procedure: To a solution of Example 68A (3.0 g, 18.2 mmol) in ether (70 mL) was added dropwise phenyl magnesium bromide (9.0 mL, 3.0 M solution in diethyl ether, 27.4 mmol). The mixture was heated to 60° C. and stirred at this temp for 1 hour after addition was completed. The reaction mixture was cooled to ambient temperature. The resulting dark yellow solution was poured onto crushed ice and the pH was adjusted to about 5-6 with the addition of 20% H2SO4. The mixture was extracted with ethyl acetate/dieth... The reactants are CC(=O)N1Cc2c(C(N)=O)nn(-c3ccc(F)cc3)c2-c2cc(N)ccc21, C, O=S(=O)(Cl)Cl, c1ccncc1. Yields the product CC(=O)N1Cc2c(C(N)=O)nn(-c3ccc(F)cc3)c2-c2cc(NS(C)(=O)=O)ccc21. Reaction SMILES: [C:1]([CH3:2])(=[O:3])[N:4]1[CH2:5][c:6]2[c:7]([n:15](-[c:21]3[cH:22][cH:23][c:24]([F:27])[cH:25][cH:26]3)[n:16][c:17]2[C:18](=[O:19])[NH2:20])-[c:8]2[cH:9][c:10]([NH2:14])[cH:11][cH:12][c:13]21.[CH4:33].[S:28](=[O:29])(=[O:30])([Cl:31])[Cl:32].[cH:34]1[cH:35][cH:36][n:37][cH:38][cH:39]1>>[C:1]([CH3:2])(=[O:3])[N:4]1[CH2:5][c:6]2[c:7]([n:15](-[c:21]3[cH:22][cH:23][c:24]([F:27])[cH:25][cH:26]3)[n:16][c:17]2[C:18](=[O:19])[NH2:20])-[c:8]2[cH:9][c:10]([NH:14][S:28](=[O:29])(=[O:30])[CH3:33])[cH:11][cH:12][c:13]21. The reactants are C(=O)(C(F)(F)F)O (TFA), CC1(OB(OC1(C)C)C1=C(O[C@H](C(=O)OC(C)(C)C)C)C=CC(=C1)C(F)(F)F)C (2-[2-(4,4,5,5-Tetramethyl-1,3,2-dioxaborolan-2-yl)-4-(trifluoromethyl)phenoxy]-(2S)-propanoic acid, 1,1-dimethylethyl ester). Run in C(Cl)Cl (DCM). Run at time 30 minute. Yields the product B(O)(O)C1=C(O[C@H](C(=O)O)C)C=CC(=C1)C(F)(F)F (2-[2-Borono-4-(trifluoromethyl)phenoxy]-(2S)-propanoic acid). As a reaction SMILES: C(O)(C(F)(F)F)=O.CC1(C)C(C)(C)[O:12][B:11]([C:16]2[CH:31]=[C:30]([C:32]([F:35])([F:34])[F:33])[CH:29]=[CH:28][C:17]=2[O:18][C@@H:19]([CH3:27])[C:20]([O:22]C(C)(C)C)=[O:21])[O:10]1>C(Cl)Cl>[B:11]([C:16]1[CH:31]=[C:30]([C:32]([F:33])([F:34])[F:35])[CH:29]=[CH:28][C:17]=1[O:18][C@@H:19]([CH3:27])[C:20]([OH:22])=[O:21])([OH:12])[OH:10]. Procedure details: TFA (10 ml) was added to a solution of the product from step (iii) (4.0 g) in DCM (100 ml) and stirred for 30 min. The TPA was evaporated and the residue dissolved in a mixture of 1M hydrochloric acid (30 ml) and acetonitrile (30 ml) After 1 h the mixture was evaporated to dryness, dissolved in 1M sodium hydroxide, washed with ether and adjusted to pH 2 with concentrated hydrochloric acid. The aqueous was then extracted with ether, washed with brine, dried (MgSO4) and evaporated. Yield 2.0 g. Th...